This data is from the Open Reaction Database (ORD), a public repository of structured organic reaction records. The task is: describe an organic reaction: reactants, conditions, products, and yield Reactants: COC(C(=O)N(C1=CC=CC=C1)C1=C(C=CC=C1)C(CCC1=CC=C(C=C1)S(=O)(=O)N1CCN(CC1)C)=O)=O (N-(2-{3-[4-(4-methylpiperazine-1-sulfonyl)-phenyl]-propionyl}-phenyl)-N-phenyl-oxalamic acid methyl ester), C(=O)([O-])[O-].[K+].[K+] (K2CO3). Run in CO (MeOH). Yields the product COC(=O)C=1N(C2=CC=CC=C2C(C1CC1=CC=C(C=C1)S(=O)(=O)N1CCN(CC1)C)=O)C1=CC=CC=C1 (3-[4-(4-methylpiperazine-1-sulfonyl)-benzyl]-4-oxo-1-phenyl-1,4-dihydroquinoline-2-carboxylic acid methyl ester). Reaction SMILES: [CH3:1][O:2][C:3](=[O:39])[C:4]([N:6]([C:13]1[CH:18]=[CH:17][CH:16]=[CH:15][C:14]=1[C:19](=[O:38])[CH2:20][CH2:21][C:22]1[CH:27]=[CH:26][C:25]([S:28]([N:31]2[CH2:36][CH2:35][N:34]([CH3:37])[CH2:33][CH2:32]2)(=[O:30])=[O:29])=[CH:24][CH:23]=1)[C:7]1[CH:12]=[CH:11][CH:10]=[CH:9][CH:8]=1)=O.C([O-])([O-])=O.[K+].[K+]>CO>[CH3:1][O:2][C:3]([C:4]1[N:6]([C:7]2[CH:8]=[CH:9][CH:10]=[CH:11][CH:12]=2)[C:13]2[C:14]([C:19](=[O:38])[C:20]=1[CH2:21][C:22]1[CH:27]=[CH:26][C:25]([S:28]([N:31]3[CH2:36][CH2:35][N:34]([CH3:37])[CH2:33][CH2:32]3)(=[O:29])=[O:30])=[CH:24][CH:23]=1)=[CH:15][CH:16]=[CH:17][CH:18]=2)=[O:39] |f:1.2.3|. Procedure: A mixture of N-(2-{3-[4-(4-methylpiperazine-1-sulfonyl)-phenyl]-propionyl}-phenyl)-N-phenyl-oxalamic acid methyl ester (ca. 0.5 mmol) and K2CO3 (128 mg) in MeOH (30 mL) was heated at reflux for 1 h. The reaction mixture was then cooled and evaporated under reduced pressure. The residue was partitioned between water (25 mL) and EtOAc (25 mL), the organic layer separated, and the aqueous layer extracted with EtOAc (2×25 mL). The combined organic extracts were washed with brine, dried over Na2SO4, ...